From a dataset of the Open Reaction Database (ORD), a public repository of structured organic reaction records. describe an organic reaction: reactants, conditions, products, and yield The reactants are ClC1=NC(=C(C(=N1)Cl)F)CC (2,4-Dichloro-6-ethyl-5-fluoropyrimidine), [OH-].[Na+] (sodium hydroxide). The solvent is O (water). Run at temperature 80 celsius. Yields the product ClC1=NC(=C(C(N1)=O)F)CC (2-Chloro-6-ethyl-5-fluoropyrimidin-4(3H)-one). As a reaction SMILES: [Cl:1][C:2]1[N:7]=[C:6](Cl)[C:5]([F:9])=[C:4]([CH2:10][CH3:11])[N:3]=1.[OH-:12].[Na+]>O>[Cl:1][C:2]1[NH:7][C:6](=[O:12])[C:5]([F:9])=[C:4]([CH2:10][CH3:11])[N:3]=1 |f:1.2|. Reported procedure: To the solution obtained as the product of part (iii) was added water (6 ml). The mixture was stirred at 80° C. and 4N sodium hydroxide (45 ml) was added slowly over 2 hours. At the end of this period the reaction was cooled and washed with dichloromethane (15 ml). The aqueous layer was then added to dichloromethane (60 ml) and the pH adjusted to 1 with concentrated hydrochloric acid. The organic layer was separated and the pH adjusted to 3 using concentrated aqueous ammonia solution. The precip... Starting materials: BrC=1C=NC=2N(C1)N=C(C2)C(=O)O (6-bromo-pyrazolo[1,5-a]pyrimidine-2-carboxylic acid), COC1=NC=C(C(=N1)OC)C1=CC=C2CCNC(C2=C1)C (7-(2,4-Dimethoxy-pyrimidin-5-yl)-1-methyl-1,2,3,4-tetrahydro-isoquinoline). The product is BrC=1C=NC=2N(C1)N=C(C2)C(=O)N2C(C1=CC(=CC=C1CC2)C=2C(=NC(=NC2)OC)OC)C ((6-Bromo-pyrazolo[1,5-a]pyrimidin-2-yl)-[7-(2,4-dimethoxy-pyrimidin-5-yl)-1-methyl-3,4-dihydro-1H-isoquinolin-2-yl]-methanone). Reaction SMILES: [Br:1][C:2]1[CH:3]=[N:4][C:5]2[N:6]([N:8]=[C:9]([C:11]([OH:13])=O)[CH:10]=2)[CH:7]=1.[CH3:14][O:15][C:16]1[N:21]=[C:20]([O:22][CH3:23])[C:19]([C:24]2[CH:33]=[C:32]3[C:27]([CH2:28][CH2:29][NH:30][CH:31]3[CH3:34])=[CH:26][CH:25]=2)=[CH:18][N:17]=1>>[Br:1][C:2]1[CH:3]=[N:4][C:5]2[N:6]([N:8]=[C:9]([C:11]([N:30]3[CH2:29][CH2:28][C:27]4[C:32](=[CH:33][C:24]([C:19]5[C:20]([O:22][CH3:23])=[N:21][C:16]([O:15][CH3:14])=[N:17][CH:18]=5)=[CH:25][CH:26]=4)[CH:31]3[CH3:34])=[O:13])[CH:10]=2)[CH:7]=1. Procedure details: In close analogy to the procedure described in Example 1, 6-bromo-pyrazolo[1,5-a]pyrimidine-2-carboxylic acid is reacted with 7-(2,4-Dimethoxy-pyrimidin-5-yl)-1-methyl-1,2,3,4-tetrahydro-isoquinoline to provide the title compound in moderate yield.